describe an organic reaction: reactants, conditions, products, and yield From a dataset of the Open Reaction Database (ORD), a public repository of structured organic reaction records. Starting materials: [BH4-], CC(C)(C)ON=O, C1CCOC1, CCOC(C)=O, ClCCl, COc1cc(C2C=c3cc(C)c(=O)oc3=C3OC(N)N(C#N)C32)cc(Br)c1OC, [Na+]. The product is COc1cc(C2C=c3cc(C)c(=O)oc3=C3OCN(C#N)C32)cc(Br)c1OC. As a reaction SMILES: [BH4-:37].[C:1]([O:2][N:3]=[O:4])([CH3:5])([CH3:6])[CH3:7].[CH2:45]1[O:46][CH2:47][CH2:48][CH2:49]1.[CH3:39][CH2:40][O:41][C:42]([CH3:43])=[O:44].[Cl:50][CH2:51][Cl:52].[NH2:8][CH:9]1[O:10][C:11]2=[c:20]3[c:15]([cH:16][c:17]([CH3:22])[c:18](=[O:21])[o:19]3)=[CH:14][CH:13]([c:23]3[cH:24][c:25]([Br:33])[c:26]([O:31][CH3:32])[c:27]([O:29][CH3:30])[cH:28]3)[CH:12]2[N:34]1[C:35]#[N:36].[Na+:38]>>[CH2:9]1[O:10][C:11]2=[c:20]3[c:15]([cH:16][c:17]([CH3:22])[c:18](=[O:21])[o:19]3)=[CH:14][CH:13]([c:23]3[cH:24][c:25]([Br:33])[c:26]([O:31][CH3:32])[c:27]([O:29][CH3:30])[cH:28]3)[CH:12]2[N:34]1[C:35]#[N:36]. The reactants are C(#N)C1CCN(CC1)C([C@@H](C1CC1)NC(=O)C1=CN(C2=NC=C(N=C21)C#C[Si](C)(C)C)COCC[Si](C)(C)C)=O (5-(2-trimethylsilanyl-ethoxymethyl)-2-trimethylsilanylethynyl-5H-pyrrolo[2,3-b]pyrazine-7-carboxylic acid [(R)-2-(4-cyano-piperidin-1-yl)-1-cyclopropyl-2-oxo-ethyl]-amide), C(=O)([O-])[O-].[K+].[K+] (K2CO3). Run in CO (MeOH). Reaction conditions: time 30 minute. Yields the product C(#N)C1CCN(CC1)C([C@@H](C1CC1)NC(=O)C1=CN(C2=NC=C(N=C21)C#C)COCC[Si](C)(C)C)=O (2-ethynyl-5-(2-trimethylsilanyl-ethoxymethyl)-5H-pyrrolo[2,3-b]pyrazine-7-carboxylic acid [(R)-2-(4-cyano-piperidin-1-yl)-1-cyclopropyl-2-oxo-ethyl]-amide). Yield: 88.7%. As a reaction SMILES: [C:1]([CH:3]1[CH2:8][CH2:7][N:6]([C:9](=[O:40])[C@H:10]([NH:14][C:15]([C:17]2[C:25]3[C:20](=[N:21][CH:22]=[C:23]([C:26]#[C:27][Si](C)(C)C)[N:24]=3)[N:19]([CH2:32][O:33][CH2:34][CH2:35][Si:36]([CH3:39])([CH3:38])[CH3:37])[CH:18]=2)=[O:16])[CH:11]2[CH2:13][CH2:12]2)[CH2:5][CH2:4]1)#[N:2].C([O-])([O-])=O.[K+].[K+]>CO>[C:1]([CH:3]1[CH2:8][CH2:7][N:6]([C:9](=[O:40])[C@H:10]([NH:14][C:15]([C:17]2[C:25]3[C:20](=[N:21][CH:22]=[C:23]([C:26]#[CH:27])[N:24]=3)[N:19]([CH2:32][O:33][CH2:34][CH2:35][Si:36]([CH3:37])([CH3:39])[CH3:38])[CH:18]=2)=[O:16])[CH:11]2[CH2:12][CH2:13]2)[CH2:5][CH2:4]1)#[N:2] |f:1.2.3|. Reported procedure: To a solution of 5-(2-trimethylsilanyl-ethoxymethyl)-2-trimethylsilanylethynyl-5H-pyrrolo[2,3-b]pyrazine-7-carboxylic acid [(R)-2-(4-cyano-piperidin-1-yl)-1-cyclopropyl-2-oxo-ethyl]-amide (400 mg, 0.69 mmol) in MeOH (8 mL) at room temp was added K2CO3 (10 mg, 0.072 mmol). The reaction mixture was stirred at room temp for 30 min then concentrated. The residue was dissolved in CH2Cl2 and washed with water. The organic layer was dried over MgSO4 and concentrated. The residue was purified by silica ... Starting materials: NC1=CC=C(C=C1)C(C(=O)NC=1SC=CN1)CC1CCCC1 (2-(4-amino-phenyl)-3-cyclopentyl-N-thiazol-2-yl-propionamide), CN(S(=O)(=O)Cl)C (dimethylsulfamoyl chloride). The solvent is N1=CC=CC=C1 (pyridine). Run at temperature 25 celsius, time 24 hour. The product is C1(CCCC1)CC(C(NC=1SC=CN1)=O)C1=CC=C(C=C1)NS(=O)(=O)N(C)C (N-{4-[2-cyclopentyl-1-(thiazol-2-ylcarbamoyl)-ethyl]-phenyl}-dimethylsulfamide). Isolated yield 21.3%. As a reaction SMILES: [NH2:1][C:2]1[CH:7]=[CH:6][C:5]([CH:8]([CH2:17][CH:18]2[CH2:22][CH2:21][CH2:20][CH2:19]2)[C:9]([NH:11][C:12]2[S:13][CH:14]=[CH:15][N:16]=2)=[O:10])=[CH:4][CH:3]=1.[CH3:23][N:24]([CH3:29])[S:25](Cl)(=[O:27])=[O:26]>N1C=CC=CC=1>[CH:18]1([CH2:17][CH:8]([C:5]2[CH:4]=[CH:3][C:2]([NH:1][S:25]([N:24]([CH3:29])[CH3:23])(=[O:27])=[O:26])=[CH:7][CH:6]=2)[C:9](=[O:10])[NH:11][C:12]2[S:13][CH:14]=[CH:15][N:16]=2)[CH2:22][CH2:21][CH2:20][CH2:19]1. Reported procedure: A solution of 2-(4-amino-phenyl)-3-cyclopentyl-N-thiazol-2-yl-propionamide (prepared in Example 3, 105 mg, 0.33 mmol) in pyridine (5 mL) was treated with dimethylsulfamoyl chloride (0.04 mL, 0.38 mmol). The reaction mixture was stirred at 25° C. for 24 h. At this time, the reaction was concentrated in vacuo. The residue was dissolved in methylene chloride, and the organic phase was washed with a 1N aqueous hydrochloric acid solution, a saturated aqueous sodium bicarbonate solution, and a saturat... Reactants: C(C)OC(=O)C=1NC(=CC1)C (5-methyl-1H-pyrrole-2-carboxylic acid ethyl ester), C1=C(C=CC2=CC=CC=C12)CC(=O)Cl (naphthalen-2-yl-acetyl chloride), 1,2-dichloromethane. Product: C(C)OC(=O)C=1NC(=C(C1)C(CC1=CC2=CC=CC=C2C=C1)=O)C (5-Methyl-4-(2-naphthalen-2-yl-acetyl)-1H-pyrrole-2-carboxylic acid ethyl ester). Reaction SMILES: [CH2:1]([O:3][C:4]([C:6]1[NH:7][C:8]([CH3:11])=[CH:9][CH:10]=1)=[O:5])[CH3:2].[CH:12]1[C:21]2[C:16](=[CH:17][CH:18]=[CH:19][CH:20]=2)[CH:15]=[CH:14][C:13]=1[CH2:22][C:23](Cl)=[O:24]>>[CH2:1]([O:3][C:4]([C:6]1[NH:7][C:8]([CH3:11])=[C:9]([C:23](=[O:24])[CH2:22][C:13]2[CH:14]=[CH:15][C:16]3[C:21](=[CH:20][CH:19]=[CH:18][CH:17]=3)[CH:12]=2)[CH:10]=1)=[O:5])[CH3:2]. Procedure: 5-Methyl-4-(2-naphthalen-2-yl-acetyl)-1H-pyrrole-2-carboxylic acid ethyl ester (135) was synthesized from 5-methyl-1H-pyrrole-2-carboxylic acid ethyl ester (107) and naphthalen-2-yl-acetyl chloride following the procedure described in Example 32. Reaction Conditions: 1,2-dichloromethane/−40° C.→RT. Purification: no purification. LC/MS: 80%. Reactants: O=C([O-])[O-], CC1CCCCCC1=O, Cl, [K+], [K+], [N-]=[N+]=[N-], [Na+], O. The product is CC1CCCCCC(=O)N1. As a reaction SMILES: [C:15](=[O:16])([O-:17])[O-:18].[CH3:1][CH:2]1[C:3](=[O:9])[CH2:4][CH2:5][CH2:6][CH2:7][CH2:8]1.[ClH:21].[K+:19].[K+:20].[N-:11]=[N+:12]=[N-:13].[Na+:10].[OH2:14]>>[CH3:1][CH:2]1[CH2:8][CH2:7][CH2:6][CH2:5][CH2:4][C:3](=[O:9])[NH:11]1. The reactants are COC(C1=C(C=C(C=C1)O)F)=O (2-fluoro-4-hydroxy-benzoic acid methyl ester), ClCC=1SC=CC1 (2-chloromethyl-thiophene), C[C@H]1N(CCC1)C[C@H]1NCCC1 (2-(R)-methyl-1-(2-(S)-pyrrolidinylmethyl)pyrrolidine). Yields the product FC1=C(C=CC(=C1)OCC=1SC=CC1)C(=O)N1[C@@H](CCC1)CN1[C@@H](CCC1)C ([2-Fluoro-4-(thiophen-2-ylmethoxy)-phenyl]-[2-(S)-(2-(R)-methyl-pyrrolidin-1-ylmethyl)-pyrrolidin-1-yl]-methanone). Reaction SMILES: CO[C:3](=[O:12])[C:4]1[CH:9]=[CH:8][C:7]([OH:10])=[CH:6][C:5]=1[F:11].Cl[CH2:14][C:15]1[S:16][CH:17]=[CH:18][CH:19]=1.[CH3:20][C@@H:21]1[CH2:25][CH2:24][CH2:23][N:22]1[CH2:26][C@@H:27]1[CH2:31][CH2:30][CH2:29][NH:28]1>>[F:11][C:5]1[CH:6]=[C:7]([O:10][CH2:14][C:15]2[S:16][CH:17]=[CH:18][CH:19]=2)[CH:8]=[CH:9][C:4]=1[C:3]([N:28]1[CH2:29][CH2:30][CH2:31][C@H:27]1[CH2:26][N:22]1[CH2:23][CH2:24][CH2:25][C@H:21]1[CH3:20])=[O:12]. Reported procedure: The title compound is prepared in a manner substantially analogous to Procedures D and E using 2-fluoro-4-hydroxy-benzoic acid methyl ester [CAS 197507-22-5], 2-chloromethyl-thiophene [CAS 2746-23-8], and 2-(R)-methyl-1-(2-(S)-pyrrolidinylmethyl)pyrrolidine. MS (ES+) m/e 403.3 Reactants: N1C(=NC=C1)CN1C2=C(OCC1=O)N=C(C(=C2)C2=CC=CC=C2)C2=CC=C(C=C2)C2(CCC2)N (1-((1H-imidazol-2-yl)methyl)-6-(4-(1-aminocyclobutyl)phenyl)-7-phenyl-1H-pyrido[2,3-b][1,4]oxazin-2(3H)-one), C(C)(C)(C)OC(NC1(CCC1)C1=CC=C(C=C1)C=1C(=CC2=C(OCC(N2CC=2C=NC=CC2)=O)N1)C1=CC=CC=C1)=O (tert-butyl(1-(4-(2-oxo-7-phenyl-1-(pyridin-3-ylmethyl)-2,3-dihydro-1H-pyrido[2,3-b][1,4]oxazin-6-yl)phenyl)cyclobutyl)carbamate). Product: NC1(CCC1)C1=CC=C(C=C1)C=1C(=CC2=C(OCC(N2CC=2C=NC=CC2)=O)N1)C1=CC=CC=C1 (6-(4-(1-aminocyclobutyl)phenyl)-7-phenyl-1-(pyridin-3-ylmethyl)-1H-pyrido[2,3-b][1,4]oxazin-2(3H)-one). Yield: 145.9%. Reaction SMILES: N1C=CN=C1CN1C(=O)COC2N=C(C3C=CC(C4(N)CCC4)=CC=3)C(C3C=CC=CC=3)=CC1=2.C(OC(=O)[NH:41][C:42]1([C:46]2[CH:51]=[CH:50][C:49]([C:52]3[C:53]([C:70]4[CH:75]=[CH:74][CH:73]=[CH:72][CH:71]=4)=[CH:54][C:55]4[N:60]([CH2:61][C:62]5[CH:63]=[N:64][CH:65]=[CH:66][CH:67]=5)[C:59](=[O:68])[CH2:58][O:57][C:56]=4[N:69]=3)=[CH:48][CH:47]=2)[CH2:45][CH2:44][CH2:43]1)(C)(C)C>>[NH2:41][C:42]1([C:46]2[CH:47]=[CH:48][C:49]([C:52]3[C:53]([C:70]4[CH:75]=[CH:74][CH:73]=[CH:72][CH:71]=4)=[CH:54][C:55]4[N:60]([CH2:61][C:62]5[CH:63]=[N:64][CH:65]=[CH:66][CH:67]=5)[C:59](=[O:68])[CH2:58][O:57][C:56]=4[N:69]=3)=[CH:50][CH:51]=2)[CH2:45][CH2:44][CH2:43]1. Procedure details: Following the procedure for 1-((1H-imidazol-2-yl)methyl)-6-(4-(1-aminocyclobutyl)phenyl)-7-phenyl-1H-pyrido[2,3-b][1,4]oxazin-2(3H)-one, tert-butyl(1-(4-(2-oxo-7-phenyl-1-(pyridin-3-ylmethyl)-2,3-dihydro-1H-pyrido[2,3-b][1,4]oxazin-6-yl)phenyl)cyclobutyl)carbamate (23 mg, 0.04 mmol) was reacted to afford the title compound (27 mg, quantitative). LCMS (Method A): RT=3.48 min, M+1=464. 1H NMR (500 MHz, MeOD): 8.75 (1H, br s), 8.60 (1H, br s), 8.12 (1H, d), 7.67 (1H, s), 7.49 (1H, s), 7.40-7.36 (4H...